Dataset: the Open Reaction Database (ORD), a public repository of structured organic reaction records. Task: describe an organic reaction: reactants, conditions, products, and yield Reactants: C(=O)([O-])[O-].[Na+].[Na+] (Na2CO3), ClC1=NC=CC(=C1C)C(=O)N(C1=CC=CC=C1)C (2-chloro-N,3-dimethyl-N-phenylpyridine-4-carboxamide), OS(=O)(=O)O (H2SO4), ice. Solvent: O (water). Run at temperature 130 celsius. Yields the product ClC1=NC=CC(=C1C)C(=O)O (2-chloro-3-methylpyridine-4-carboxylic acid). Isolated yield 54.0%. As a reaction SMILES: [Cl:1][C:2]1[C:7]([CH3:8])=[C:6]([C:9](N(C)C2C=CC=CC=2)=[O:10])[CH:5]=[CH:4][N:3]=1.[OH:19]S(O)(=O)=O.C([O-])([O-])=O.[Na+].[Na+]>O>[Cl:1][C:2]1[C:7]([CH3:8])=[C:6]([C:9]([OH:10])=[O:19])[CH:5]=[CH:4][N:3]=1 |f:2.3.4|. Procedure details: 2-chloro-N,3-dimethyl-N-phenylpyridine-4-carboxamide (2.2 g, 8.5 mmol) was treated with a mixture of concentrated H2SO4 (23.2 ml) and water (16.8 ml) and then heated to 130° C. for 46 hours. After which time, the reaction mixture was allowed to reach room temperature and poured onto ice (200 ml) and stirred until the ice had melted. The mixture was made alkaline (pH 8) by the addition of solid Na2CO3 (50.3 g) portionwise. The suspension was filtered and the filtrate acidified to pH 3 by the addi... Starting materials: FC=1C=C(CN2C(=NC=C2)S)C=CC1F (1-(3,4-difluorobenzyl)-2-mercaptoimidazole), COC1=CC=C(CN2C(=NC=C2)S)C=C1 (1-(4-methoxybenzyl)-2-mercaptoimidazole). The product is NCCSC=1N(C=CN1)CC1=CC=C(C=C1)OC (2-(2-aminoethylthio)-1-(4-methoxybenzyl)imidazole). As a reaction SMILES: FC1C=[C:4](C=CC=1F)[CH2:5][N:6]1C=CN=C1S.[CH3:16][O:17][C:18]1[CH:30]=[CH:29][C:21]([CH2:22][N:23]2[CH:27]=[CH:26][N:25]=[C:24]2[SH:28])=[CH:20][CH:19]=1>>[NH2:6][CH2:5][CH2:4][S:28][C:24]1[N:23]([CH2:22][C:21]2[CH:20]=[CH:19][C:18]([O:17][CH3:16])=[CH:30][CH:29]=2)[CH:27]=[CH:26][N:25]=1. Procedure: The Example 1 process wherein 1-(3,4-difluorobenzyl)-2-mercaptoimidazole is replaced by 1-(4-methoxybenzyl)-2-mercaptoimidazole yields 2-(2-aminoethylthio)-1-(4-methoxybenzyl)imidazole. Treatment of this compound in methylene chloride with boron tribromide yields 2-(2-aminoethylthio)-1-(4-hydroxybenzyl)imidazole.